This data is from the Open Reaction Database (ORD), a public repository of structured organic reaction records. The task is: describe an organic reaction: reactants, conditions, products, and yield Reactants: COCCC1CNCCN1, CS(C)=O, Cc1ccccc1, CCOC(C)=O, Cl, NC1=Nc2cc(F)c(F)cc2Nc2sccc21. The product is COCCC1CN(C2=Nc3cc(F)c(F)cc3Nc3sccc32)CCN1. RXN SMILES: [CH3:19][O:20][CH2:21][CH2:22][CH:23]1[NH:24][CH2:25][CH2:26][NH:27][CH2:28]1.[CH3:29][S:30]([CH3:31])=[O:32].[CH3:33][c:34]1[cH:35][cH:36][cH:37][cH:38][cH:39]1.[CH3:40][CH2:41][O:42][C:43](=[O:44])[CH3:45].[ClH:1].[F:2][c:3]1[c:4]([F:18])[cH:5][c:6]2[c:7]([cH:17]1)[NH:8][c:9]1[s:10][cH:11][cH:12][c:13]1[C:14]([NH2:16])=[N:15]2>>[F:2][c:3]1[c:4]([F:18])[cH:5][c:6]2[c:7]([cH:17]1)[NH:8][c:9]1[s:10][cH:11][cH:12][c:13]1[C:14]([N:16]1[CH2:26][CH2:25][NH:24][CH:23]([CH2:22][CH2:21][O:20][CH3:19])[CH2:28]1)=[N:15]2.